This data is from the Open Reaction Database (ORD), a public repository of structured organic reaction records. The task is: describe an organic reaction: reactants, conditions, products, and yield Reactants: O1C(OCCC1)C1=CC(=C(C=C1)C=1SC2=NC(=CC=C2N1)Cl)F (2-(4-(1,3-dioxan-2-yl)-2-fluorophenyl)-5-chlorothiazolo[5,4-b]pyridine). Run in C1CCOC1 (THF), C1CCOC1 (THF). Reaction conditions: time 2 hour. Yields the product ClC1=CC=C2C(=N1)SC(=N2)C2=C(C=C(C=O)C=C2)F (4-(5-chlorothiazolo[5,4-b]pyridine-2-yl)-3-fluorobenzaldehyde). Reaction SMILES: [O:1]1CCCO[CH:2]1[C:7]1[CH:12]=[CH:11][C:10]([C:13]2[S:14][C:15]3[C:20]([N:21]=2)=[CH:19][CH:18]=[C:17]([Cl:22])[N:16]=3)=[C:9]([F:23])[CH:8]=1>C1COCC1>[Cl:22][C:17]1[N:16]=[C:15]2[S:14][C:13]([C:10]3[CH:11]=[CH:12][C:7]([CH:2]=[O:1])=[CH:8][C:9]=3[F:23])=[N:21][C:20]2=[CH:19][CH:18]=1. Procedure: A slurry of 2-(4-(1,3-dioxan-2-yl)-2-fluorophenyl)-5-chlorothiazolo[5,4-b]pyridine (5.00 g, 14.3 mmol) in 100 mL 1:1 THF/5N aq. HCl was heated in a sealed tube to 70° C. The thick orange mixture was cooled slightly and an additional 50 mL THF was added. The reaction mixture was sealed and heating continued. After 2 h, the reaction mixture was cooled and allowed to stir 3 days at ambient temperature. The reaction mixture was cooled and THF was removed in vacuo. The resulting yellow solid was coll...